The task is: describe an organic reaction: reactants, conditions, products, and yield. This data is from the Open Reaction Database (ORD), a public repository of structured organic reaction records. The reactants are ClC=1C=CC(=C(C1)C1=CC(N(C=C1OC)C(C(=O)O)CC)=O)C#N (2-[4-(5-chloro-2-cyanophenyl)-5-methoxy-2-oxopyridin-1(2H)-yl]butanoic acid), FC1=C(C=CC(=C1)N)C(=O)OC(C)(C)C (tert-butyl 2-fluoro-4-aminophenylcarboxylate). Reaction SMILES: [Cl:1][C:2]1[CH:3]=[CH:4][C:5]([C:23]#[N:24])=[C:6]([C:8]2[C:13]([O:14][CH3:15])=[CH:12][N:11]([CH:16]([CH2:20][CH3:21])[C:17](O)=[O:18])[C:10](=[O:22])[CH:9]=2)[CH:7]=1.[F:25][C:26]1[CH:31]=[C:30]([NH2:32])[CH:29]=[CH:28][C:27]=1[C:33]([O:35][C:36]([CH3:39])([CH3:38])[CH3:37])=[O:34]>>[Cl:1][C:2]1[CH:3]=[CH:4][C:5]([C:23]#[N:24])=[C:6]([C:8]2[C:13]([O:14][CH3:15])=[CH:12][N:11]([CH:16]([CH2:20][CH3:21])[C:17]([NH:32][C:30]3[CH:29]=[CH:28][C:27]([C:33]([O:35][C:36]([CH3:39])([CH3:38])[CH3:37])=[O:34])=[C:26]([F:25])[CH:31]=3)=[O:18])[C:10](=[O:22])[CH:9]=2)[CH:7]=1. Procedure details: 150 mg (0.43 mmol, 1.0 eq.) of 2-[4-(5-chloro-2-cyanophenyl)-5-methoxy-2-oxopyridin-1(2H)-yl]butanoic acid (racemate) and 152 mg (0.65 mmol, 1.5 eq.) of tert-butyl 2-fluoro-4-aminophenylcarboxylate were reacted according to General Method 5C. The crude product was purified by normal phase chromatography (mobile phase: cyclohexane/ethyl acetate 20%-50% mixtures). Yield: 250 mg (purity 93%, 99% of theory) The product is ClC=1C=CC(=C(C1)C1=CC(N(C=C1OC)C(C(=O)NC1=CC(=C(C(=O)OC(C)(C)C)C=C1)F)CC)=O)C#N (tert-Butyl 4-({2-[4-(5-chloro-2-cyanophenyl)-5-methoxy-2-oxopyridin-1(2H)-yl]butanoyl}amino)-2-fluorobenzoate). The reactants are P(Cl)(Cl)Cl (phosphorus trichloride), P(O)(O)O (phosphorous acid), S1C(=NC=C1)NC=O (N-(thiazol-2-yl)formamide). The solvent is O (water). Conditions: time 1 hour. Product: S1C(=NC=C1)NC(P(O)(=O)O)P(O)(=O)O (1-(thiazol-2-ylamino)methane-1,1-diphosphonic acid). Yield: 29.9%. Reaction SMILES: P(Cl)(Cl)Cl.[P:5]([OH:8])([OH:7])[OH:6].[S:9]1[CH:13]=[CH:12][N:11]=[C:10]1[NH:14][CH:15]=O>O>[S:9]1[CH:13]=[CH:12][N:11]=[C:10]1[NH:14][CH:15]([P:5]([OH:8])(=[O:6])[OH:7])[P:5]([OH:8])(=[O:7])[OH:6]. Procedure details: 7 g of phosphorus trichloride are mixed with 4.0 g of phosphorous acid and the mixture is heated, while stirring, at 60° for 1 hour. 6.12 g of N-(thiazol-2-yl)formamide are added thereto and the mixture is heated for a further 6 hours at approximately 60°. The mixture is then stirred with 30 ml of water, filtered with suction, subsequently washed with aqueous methanol and dried under reduced pressure. 2.0 g of 1-(thiazol-2-ylamino)methane-1,1-diphosphonic acid of m.p. 275° (decomposition) are ob... The product is Br, COc1cc2onc(C3CCN(CCCC(c4ccc(F)cc4)c4ccc(F)cc4)CC3)c2cc1OC. Starting materials: Br, O=C([O-])[O-], COc1cc2onc(C3CCNCC3)c2cc1OC, CN(C)C=O, Fc1ccc(C(CCCCl)c2ccc(F)cc2)cc1, [I-], [K+], [K+], [K+], O. As a reaction SMILES: [BrH:1].[C:21](=[O:22])([O-:23])[O-:24].[CH3:2][O:3][c:4]1[c:5]([O:19][CH3:20])[cH:6][c:7]2[c:8]([c:9]([CH:12]3[CH2:13][CH2:14][NH:15][CH2:16][CH2:17]3)[n:10][o:11]2)[cH:18]1.[CH3:49][N:50]([CH3:51])[CH:52]=[O:53].[Cl:29][CH2:30][CH2:31][CH2:32][CH:33]([c:34]1[cH:35][cH:36][c:37]([F:40])[cH:38][cH:39]1)[c:41]1[cH:42][cH:43][c:44]([F:47])[cH:45][cH:46]1.[I-:28].[K+:25].[K+:26].[K+:27].[OH2:48]>>[BrH:1].[CH3:2][O:3][c:4]1[c:5]([O:19][CH3:20])[cH:6][c:7]2[c:8]([c:9]([CH:12]3[CH2:13][CH2:14][N:15]([CH2:30][CH2:31][CH2:32][CH:33]([c:34]4[cH:35][cH:36][c:37]([F:40])[cH:38][cH:39]4)[c:41]4[cH:42][cH:43][c:44]([F:47])[cH:45][cH:46]4)[CH2:16][CH2:17]3)[n:10][o:11]2)[cH:18]1. Reaction SMILES: [CH3:1][C:2]1[C:7]([N+:8]([O-])=O)=[CH:6][CH:5]=[CH:4][C:3]=1[C:11]([F:14])([F:13])[F:12].[H][H]>CO.[Pd]>[NH2:8][C:7]1[C:2]([CH3:1])=[C:3]([C:11]([F:12])([F:13])[F:14])[CH:4]=[CH:5][CH:6]=1. Isolated yield 92.0%. Solvent: CO (methanol). The reagents and catalysts are [Pd] (palladium on charcoal). The reactants are CC1=C(C=CC=C1[N+](=O)[O-])C(F)(F)F (2-methyl-3-nitrobenzotrifluoride), [H][H] (hydrogen). Procedure: A solution of 2-methyl-3-nitrobenzotrifluoride (41.0 g, 0.2 m) in methanol (100 ml) was stirred under an atmosphere of dry nitrogen at room temperature and palladium on charcoal catalyst (10% w/w, 1.0 g) was added. The stirred mixture was warmed to 40°-45° and then hydrogen was passed into the solution at atmospheric pressure until the reduction, as observed by thin-layer chromatography, was complete (4-5 hours). The solution was cooled to room temperature and the catalyst removed by filtration.... Yields the product NC=1C(=C(C=CC1)C(F)(F)F)C (3-amino-2-methylbenzotrifluoride).